From a dataset of the Open Reaction Database (ORD), a public repository of structured organic reaction records. describe an organic reaction: reactants, conditions, products, and yield Starting materials: C=CC(=O)OCC, Cl, [Na+], [OH-], c1cc(N2CCNCC2)c2ccsc2c1. Yields the product CCOC(=O)CCN1CCN(c2cccc3sccc23)CC1. Reaction SMILES: [C:19]([CH:20]=[CH2:21])(=[O:22])[O:23][CH2:24][CH3:25].[ClH:1].[Na+:18].[OH-:17].[s:2]1[c:3]2[c:4]([cH:5][cH:6]1)[c:7]([N:11]1[CH2:12][CH2:13][NH:14][CH2:15][CH2:16]1)[cH:8][cH:9][cH:10]2>>[s:2]1[c:3]2[c:4]([cH:5][cH:6]1)[c:7]([N:11]1[CH2:12][CH2:13][N:14]([CH2:21][CH2:20][C:19](=[O:22])[O:23][CH2:24][CH3:25])[CH2:15][CH2:16]1)[cH:8][cH:9][cH:10]2. Yields the product ClC1=CC=C(C=C1)C=1SC=C(N1)CSC1=C(C(=C(C(=N1)OCC(=O)OCC)C#N)N1CCCCC1)C#N (Ethyl {[6-({[2-(4-chlorophenyl)-1,3-thiazol-4-yl]methyl}thio)-3,5-dicyano-4-(piperidin-1-yl)pyridin-2-yl]oxy}acetate). Reaction SMILES: I[CH2:2][C:3]([O:5][CH2:6][CH3:7])=[O:4].[Cl:8][C:9]1[CH:14]=[CH:13][C:12]([C:15]2[S:16][CH:17]=[C:18]([CH2:20][S:21][C:22]3[C:27]([C:28]#[N:29])=[C:26]([N:30]4[CH2:35][CH2:34][CH2:33][CH2:32][CH2:31]4)[C:25]([C:36]#[N:37])=[C:24]([OH:38])[N:23]=3)[N:19]=2)=[CH:11][CH:10]=1>C1(C)C=CC=CC=1.C(OCC)(=O)C.C(=O)(O)[O-].[Na+].C(=O)([O-])[O-].[Ag+2]>[Cl:8][C:9]1[CH:10]=[CH:11][C:12]([C:15]2[S:16][CH:17]=[C:18]([CH2:20][S:21][C:22]3[N:23]=[C:24]([O:38][CH2:2][C:3]([O:5][CH2:6][CH3:7])=[O:4])[C:25]([C:36]#[N:37])=[C:26]([N:30]4[CH2:31][CH2:32][CH2:33][CH2:34][CH2:35]4)[C:27]=3[C:28]#[N:29])[N:19]=2)=[CH:13][CH:14]=1 |f:4.5,6.7|. The reagents and catalysts are C([O-])([O-])=O.[Ag+2] (silver carbonate). Procedure details: 43 mg ethyl iodoacetate are initially charged in 2.4 ml of dry toluene. 47 mg (0.10 mmol) of the compound from Example 10A and 14 mg (0.05 mmol) of silver carbonate are then added. The reaction mixture is stirred with exclusion of light for 24 h. The mixture is then diluted with 1 ml of ethyl acetate, and 1 ml of saturated aqueous sodium bicarbonate solution is added. After separation of the phases the organic phase is dried over magnesium sulfate. The solvent is removed on a rotary evaporator a... The reactants are ClC1=CC=C(C=C1)C=1SC=C(N1)CSC1=NC(=C(C(=C1C#N)N1CCCCC1)C#N)O (2-({[2-(4-Chlorophenyl)-1,3-thiazol-4-yl]methyl}thio)-6-hydroxy-4-(piperidin-1-yl)pyridine-3,5-di-carbonitrile), ICC(=O)OCC (ethyl iodoacetate). The solvent is C1(=CC=CC=C1)C (toluene), C(C)(=O)OCC (ethyl acetate), C([O-])(O)=O.[Na+] (sodium bicarbonate). Conditions: time 24 hour. Starting materials: O=C([O-])[O-], Cc1nc(C#Cc2cccc(Cl)c2)c[nH]1, Clc1ncccn1, [K+], [K+], CN(C)C=O, O. The product is Cc1nc(C#Cc2cccc(Cl)c2)cn1-c1ncccn1. RXN SMILES: [C:16](=[O:17])([O-:18])[O-:19].[Cl:1][c:2]1[cH:3][c:4]([C:8]#[C:9][c:10]2[n:11][c:12]([CH3:15])[nH:13][cH:14]2)[cH:5][cH:6][cH:7]1.[Cl:22][c:23]1[n:24][cH:25][cH:26][cH:27][n:28]1.[K+:20].[K+:21].[O:30]=[CH:31][N:32]([CH3:33])[CH3:34].[OH2:29]>>[Cl:1][c:2]1[cH:3][c:4]([C:8]#[C:9][c:10]2[n:11][c:12]([CH3:15])[n:13](-[c:23]3[n:24][cH:25][cH:26][cH:27][n:28]3)[cH:14]2)[cH:5][cH:6][cH:7]1. Reactants: [H][H], Nc1ccc(C(=O)c2nccs2)cc1[N+](=O)[O-], C1CCOC1. As a reaction SMILES: [H:18][H:19].[N+:1]([O-:2])(=[O:3])[c:4]1[cH:5][c:6]([C:7](=[O:8])[c:9]2[s:10][cH:11][cH:12][n:13]2)[cH:14][cH:15][c:16]1[NH2:17].[O:20]1[CH2:21][CH2:22][CH2:23][CH2:24]1>>[NH2:1][c:4]1[cH:5][c:6]([C:7](=[O:8])[c:9]2[s:10][cH:11][cH:12][n:13]2)[cH:14][cH:15][c:16]1[NH2:17]. Product: Nc1ccc(C(=O)c2nccs2)cc1N. Reactants: C(C1=CC=CC=C1)OC1=C(C=C(C=C1)Br)C=1C(=C(C=CC1S(=O)(=O)[O-])C)CCCC1=CC=CC=C1 (3-(2-benzyloxy-5-bromophenyl)-3-phenylpropyl-p-toluenesulfonate), C(C)(C)NC(C)C (diisopropylamine). The solvent is C(C)#N (acetonitrile). Product: C(C)(C)N(C(C)C)CCC(C1=CC=CC=C1)C1=C(C=CC(=C1)Br)OCC1=CC=CC=C1 (N,N-diisopropyl-3-(2-benzyloxy-5-bromophenyl)-3-phenylpropylamine). Yield: 163.6%. Reaction SMILES: [CH2:1]([O:8][C:9]1[CH:14]=[CH:13][C:12]([Br:15])=[CH:11][C:10]=1[C:16]1C(CCCC2C=CC=CC=2)=C(C)C=[CH:20][C:21]=1S([O-])(=O)=O)[C:2]1[CH:7]=[CH:6][CH:5]=[CH:4][CH:3]=1.[CH:36]([NH:39][CH:40]([CH3:42])[CH3:41])([CH3:38])[CH3:37]>C(#N)C>[CH:36]([N:39]([CH2:20][CH2:21][CH:16]([C:10]1[CH:11]=[C:12]([Br:15])[CH:13]=[CH:14][C:9]=1[O:8][CH2:1][C:2]1[CH:3]=[CH:4][CH:5]=[CH:6][CH:7]=1)[C:2]1[CH:7]=[CH:6][CH:5]=[CH:4][CH:3]=1)[CH:40]([CH3:42])[CH3:41])([CH3:38])[CH3:37]. Reported procedure: 3-(2-benzyloxy-5-bromophenyl)-3-phenylpropyl-p-toluenesulfonate (115 g, 0.2 mole) was dissolved in a mixture of acetonitrile (150 g) and diisopropylamine (202 g, 2.0 mole) and the mixture was refluxed for 4 days. The solution was evaporated, and to the resulting syrup was added sodium hydroxide (2M, 200 mL). The mixture was concentrated, cooled and then extracted with diethyl ether. The ethereal layer was extensively washed with water. The amine was extracted with excess sulfuric acid (1M). The ... Starting materials: BrCc1cccnc1, Br, O=C(c1ccc(O)cc1)N1CCCC1CN1CCCC1. Product: O=C(c1ccc(OCc2cccnc2)cc1)N1CCCC1CN1CCCC1. Reaction SMILES: [Br:22][CH2:23][c:24]1[cH:25][n:26][cH:27][cH:28][cH:29]1.[BrH:21].[OH:1][c:2]1[cH:3][cH:4][c:5]([C:8](=[O:9])[N:10]2[CH:11]([CH2:15][N:16]3[CH2:17][CH2:18][CH2:19][CH2:20]3)[CH2:12][CH2:13][CH2:14]2)[cH:6][cH:7]1>>[O:1]([c:2]1[cH:3][cH:4][c:5]([C:8](=[O:9])[N:10]2[CH:11]([CH2:15][N:16]3[CH2:17][CH2:18][CH2:19][CH2:20]3)[CH2:12][CH2:13][CH2:14]2)[cH:6][cH:7]1)[CH2:23][c:24]1[cH:25][n:26][cH:27][cH:28][cH:29]1. Reactants: Cl.IC1=CC=C(CN(N)C2=CC=C(C=C2)OC)C=C1 (1-[4-iodobenzyl]-1-(4-methoxyphenyl)hydrazine hydrochloride), COC(C(CC(CC)=O)(C)C)=O (methyl-2,2-dimethyl-4-oxo-hexanoate). Solvent: C(C)(C)(C)O (t-butanol). Yields the product IC1=CC=C(CN2C(=C(C3=CC(=CC=C23)OC)C)CC(C(=O)O)(C)C)C=C1 (3-[1-(4-iodobenzyl)-3-methyl-5-methoxyindol-2-yl]-2,2-dimethyl propanoic acid). As a reaction SMILES: Cl.[I:2][C:3]1[CH:19]=[CH:18][C:6]([CH2:7][N:8]([C:10]2[CH:15]=[CH:14][C:13]([O:16][CH3:17])=[CH:12][CH:11]=2)N)=[CH:5][CH:4]=1.C[O:21][C:22](=[O:31])[C:23]([CH3:30])([CH3:29])[CH2:24][C:25](=O)[CH2:26][CH3:27]>C(O)(C)(C)C>[I:2][C:3]1[CH:19]=[CH:18][C:6]([CH2:7][N:8]2[C:10]3[C:15](=[CH:14][C:13]([O:16][CH3:17])=[CH:12][CH:11]=3)[C:26]([CH3:27])=[C:25]2[CH2:24][C:23]([CH3:30])([CH3:29])[C:22]([OH:31])=[O:21])=[CH:5][CH:4]=1 |f:0.1|. Reported procedure: Following the method of Example 2, but using 1-[4-iodobenzyl]-1-(4-methoxyphenyl)hydrazine hydrochloride and methyl-2,2-dimethyl-4-oxo-hexanoate as starting materials, using t-butanol as solvent, the title compound was prepared.